This data is from the Open Reaction Database (ORD), a public repository of structured organic reaction records. The task is: describe an organic reaction: reactants, conditions, products, and yield The reactants are 2-(tert-butoxycarbonyloyimino)-2-phenylacetonitrile, C(=O)(OC(C)(C)C)NC(=O)OC(C)(C)C (diBoc amine), aldehyde, [BH4-].[Na+] (NaBH4), C(C)(C)(C)OC(N(CCCCNC(=O)OC(C)(C)C)CCCCN)=O ((4-Amino-butyl)-(4-tert-butoxycarbonylamino-butyl)-carbamic acid tert-butyl ester), C(=O)C1=CC(=CC(=C1)C=O)C=O (1,3,5-Triformyl Benzene). The solvent is CO (MeOH), C(Cl)Cl (CH2Cl2), CO.C(Cl)Cl (MeOH CH2Cl2). Conditions: time 8 hour. The product is [NH4+].[OH-] (NH4OH), C(C)(C)(C)OC(N(CCCCNC(=O)OC(C)(C)C)CCCCNCC1=CC(=CC(=C1)CNCCCCN(CCCCNC(=O)OC(C)(C)C)C(=O)OC(C)(C)C)CNCCCCN(CCCCNC(=O)OC(C)(C)C)C(=O)OC(C)(C)C)=O ({4-[3,5-Bis-({4-[tert-butoxycarbonyl-(4-tert-butoxycarbonylamino-butyl)-amino]butylamino}-methyl)-benzylamino]-butyl}-(4-tert-butoxycarbonylamino-butyl)-carbamic acid tert-butyl ester). The yield is 40.0%. Reaction SMILES: [CH:1]([C:3]1[CH:8]=[C:7]([CH:9]=O)[CH:6]=[C:5]([CH:11]=O)[CH:4]=1)=[O:2].[C:13]([O:17][C:18](=[O:37])[N:19]([CH2:32][CH2:33][CH2:34][CH2:35][NH2:36])[CH2:20][CH2:21][CH2:22][CH2:23][NH:24][C:25]([O:27][C:28]([CH3:31])([CH3:30])[CH3:29])=[O:26])([CH3:16])([CH3:15])[CH3:14].[BH4-].[Na+].[C:40]([NH:47][C:48]([O:50][C:51]([CH3:54])([CH3:53])[CH3:52])=[O:49])(OC(C)(C)C)=O>CO.C(Cl)Cl.CO.C(Cl)Cl>[NH4+:19].[OH-:2].[C:13]([O:17][C:18](=[O:37])[N:19]([CH2:32][CH2:33][CH2:34][CH2:35][NH:36][CH2:9][C:7]1[CH:6]=[C:5]([CH2:11][NH:36][CH2:35][CH2:34][CH2:33][CH2:32][N:19]([C:18]([O:17][C:13]([CH3:15])([CH3:14])[CH3:16])=[O:37])[CH2:20][CH2:21][CH2:22][CH2:23][NH:24][C:25]([O:27][C:28]([CH3:29])([CH3:30])[CH3:31])=[O:26])[CH:4]=[C:3]([CH2:1][NH:36][CH2:35][CH2:34][CH2:33][CH2:32][N:19]([C:18]([O:17][C:13]([CH3:14])([CH3:16])[CH3:15])=[O:37])[CH2:20][CH2:21][CH2:22][CH2:40][NH:47][C:48]([O:50][C:51]([CH3:52])([CH3:53])[CH3:54])=[O:49])[CH:8]=1)[CH2:20][CH2:21][CH2:22][CH2:23][NH:24][C:25]([O:27][C:28]([CH3:29])([CH3:30])[CH3:31])=[O:26])([CH3:15])([CH3:14])[CH3:16] |f:2.3,5.6,9.10|. Procedure details: 1,3,5-Triformyl benzene 16 (32 mg, 0.197 mmol) was dissolved in 25% MeOH/CH2Cl2 (5 mL). A solution of Boc-protected homospermidine 12 (265 mg, 0.738 mmol) was added via an addition funnel. The reaction mixture was stirred overnight under a N2 atmosphere. Loss of starting material was monitored via 1H NMR and the disappearance of the aldehyde proton at 10.21 ppm. Upon conversion of the starting material, the solvent was removed in vacuo and the crude material was redissolved in a solution of 50% ... Reactants: FC=1C=C(C=CC1)C(CCCCN1CCC(CC1)C=1C=C(C=CC1)NC(C(C)C)=O)=O (N-(3-{1-[5-(3-fluorophenyl)-5-oxopentyl]-4-piperidinyl}phenyl)-2-methylpropanamide), Cl.C1(=CC=CC=C1)N(N)C1=CC=CC=C1 (1,1-diphenylhydrazine hydrochloride). The product is FC=1C=C(C=CC1)C=1N(C2=CC=CC=C2C1CCCN1CCC(CC1)C=1C=C(C=CC1)NC(C(C)C)=O)C1=CC=CC=C1 (N-[3-(1-{3-[2-(3-FLUOROPHENYL)-1-PHENYL-1H-INDOL-3-YL]PROPYL}-4-PIPERIDINYL)PHENYL]-2-METHYLPROPANAMIDE). RXN SMILES: [F:1][C:2]1[CH:3]=[C:4]([C:8](=O)[CH2:9][CH2:10][CH2:11][CH2:12][N:13]2[CH2:18][CH2:17][CH:16]([C:19]3[CH:20]=[C:21]([NH:25][C:26](=[O:30])[CH:27]([CH3:29])[CH3:28])[CH:22]=[CH:23][CH:24]=3)[CH2:15][CH2:14]2)[CH:5]=[CH:6][CH:7]=1.Cl.[C:33]1([N:39]([C:41]2[CH:46]=[CH:45][CH:44]=[CH:43][CH:42]=2)N)[CH:38]=[CH:37][CH:36]=[CH:35][CH:34]=1>>[F:1][C:2]1[CH:3]=[C:4]([C:8]2[N:39]([C:41]3[CH:46]=[CH:45][CH:44]=[CH:43][CH:42]=3)[C:33]3[C:34]([C:9]=2[CH2:10][CH2:11][CH2:12][N:13]2[CH2:18][CH2:17][CH:16]([C:19]4[CH:20]=[C:21]([NH:25][C:26](=[O:30])[CH:27]([CH3:29])[CH3:28])[CH:22]=[CH:23][CH:24]=4)[CH2:15][CH2:14]2)=[CH:35][CH:36]=[CH:37][CH:38]=3)[CH:5]=[CH:6][CH:7]=1 |f:1.2|. Procedure details: Prepared by Procedure E and Scheme M using N-(3-{1-[5-(3-fluorophenyl)-5-oxopentyl]-4-piperidinyl}phenyl)-2-methylpropanamide and 1,1-diphenylhydrazine hydrochloride: ESMS m/e: 574.2 (M+H)+. Starting materials: C(#N)C(C)(C)O (2-cyano-2-propanol), solution F, Cl (hydrochloric acid), ClCC(=O)Cl (chloroacetic chloride). The solvent is O (water). Reaction conditions: temperature 0 celsius, time 15 minute. Product: ClCC(=O)OC(C)(C)C#N ((1-cyano-1-methylethyl) chloroacetate). Reaction SMILES: [C:1]([C:3]([OH:6])([CH3:5])[CH3:4])#[N:2].[Cl:7][CH2:8][C:9](Cl)=[O:10].Cl>O>[Cl:7][CH2:8][C:9]([O:6][C:3]([C:1]#[N:2])([CH3:5])[CH3:4])=[O:10]. Reported procedure: 0.85 g of 2-cyano-2-propanol and solution F were mixed and stirred for 15 minutes at 0° C. To the mixture was added 0.8 ml of chloroacetic chloride and the solution was stirred for 5 minutes at 0° C., additional 2 hours at room temperature and further 1 hour at 70° C. Then, to the reaction mixture was added 1N hydrochloric acid and water, and extracted with ethyl acetate. The organic layer was washed successively with water and aqueous solution of sodium bicarbonate, dried over anhydrous magnesi... The reactants are Cl (hydrochloric acid), [Cl-].[Al+3].[Cl-].[Cl-] (aluminum chloride), aqueous solution, BrC1=C2C=CC(=CC2=CC=C1OC)C(C#N)C (2-(5-bromo-6-methoxy-2-naphthyl)propionitrile), ice. Solvent: C1(=CC(=CC(=C1)C)C)C (mesitylene), C(Cl)Cl (methylene chloride). Product: COC=1C=C2C=CC(=CC2=CC1)C(C#N)C (2-(6-Methoxy-2-naphthyl)propionitrile). The yield is 71.0%. RXN SMILES: [Cl-].[Al+3].[Cl-].[Cl-].Br[C:6]1[C:15]([O:16][CH3:17])=[CH:14][CH:13]=[C:12]2[C:7]=1[CH:8]=[CH:9][C:10]([CH:18]([CH3:21])[C:19]#[N:20])=[CH:11]2.Cl>C(Cl)Cl.C1(C)C=C(C)C=C(C)C=1>[CH3:17][O:16][C:15]1[CH:6]=[C:7]2[C:12](=[CH:13][CH:14]=1)[CH:11]=[C:10]([CH:18]([CH3:21])[C:19]#[N:20])[CH:9]=[CH:8]2 |f:0.1.2.3|. Procedure: 10 Grams of anhydrous aluminum chloride are added portionwise and under stirring to a solution containing 14.5 g of 2-(5-bromo-6-methoxy-2-naphthyl)propionitrile dissolved in 60 ml of methylene chloride and 8.3 ml of mesitylene, while keeping the temperature at about 20° C. The reaction mixture is kept at this temperature under stirring for 1 hour and then is slowly poured into a mixture made of 60 g of crushed ice and of 20 ml of a 6N aqueous solution of hydrochloric acid. The layers are separa... Starting materials: CN(C)Cc1nccn1-c1ccc(N2CCCNC2=O)c(F)c1, O=Cc1ccccc1, O=N[O-], [Na+], [Na+], [OH-], O=S(=O)(O)O. Yields the product CN(C)Cc1nccn1-c1ccc(N2CCCN(N=Cc3ccccc3)C2=O)c(F)c1. RXN SMILES: [CH3:1][N:2]([CH3:3])[CH2:4][c:5]1[n:6](-[c:10]2[cH:11][c:12]([F:23])[c:13]([N:16]3[C:17](=[O:22])[NH:18][CH2:19][CH2:20][CH2:21]3)[cH:14][cH:15]2)[cH:7][cH:8][n:9]1.[CH:28](=[O:29])[c:30]1[cH:31][cH:32][cH:33][cH:34][cH:35]1.[N:24]([O-:25])=[O:26].[Na+:27].[Na+:37].[OH-:36].[S:38](=[O:39])(=[O:40])([OH:41])[OH:42]>>[CH3:1][N:2]([CH3:3])[CH2:4][c:5]1[n:6](-[c:10]2[cH:11][c:12]([F:23])[c:13]([N:16]3[C:17](=[O:22])[N:18]([N:24]=[CH:28][c:30]4[cH:31][cH:32][cH:33][cH:34][cH:35]4)[CH2:19][CH2:20][CH2:21]3)[cH:14][cH:15]2)[cH:7][cH:8][n:9]1. The reactants are C(C=C)C1=C(C=CC=C1)O (o-Allylphenol), FC1=CC=C(C(=O)C2=CC=C(C=C2)F)C=C1 (4,4'-difluorobenzophenone), FC1=CC=C(C(=O)C2=CC=CC=C2)C=C1 (4-fluorobenzophenone), C([O-])([O-])=O.[K+].[K+] (potassium carbonate). Solvent: C1(=CC=CC=C1)C (toluene), CN1C(CCC1)=O (N-methylpyrrolidone). Conditions: temperature 100 celsius, time 3 hour. Product: C(=CC)C1=C(OC2=CC=C(C(=O)C3=CC=C(C=C3)OC3=C(C=CC=C3)C=CC)C=C2)C=CC=C1.C(=CC)C1=C(OC2=CC=C(C(=O)C3=CC=CC=C3)C=C2)C=CC=C1 (4,4'-bis[o-(1-propenyl)phenoxy]benzophenone 4-[o-(1-propenyl)phenoxy]benzophenone). As a reaction SMILES: [CH2:1]([C:4]1[CH:9]=[CH:8][CH:7]=[CH:6][C:5]=1[OH:10])[CH:2]=[CH2:3].F[C:12]1[CH:26]=[CH:25][C:15]([C:16]([C:18]2[CH:23]=[CH:22][C:21](F)=[CH:20][CH:19]=2)=[O:17])=[CH:14][CH:13]=1.F[C:28]1[CH:41]=[CH:40][C:31]([C:32]([C:34]2[CH:39]=[CH:38][CH:37]=[CH:36][CH:35]=2)=[O:33])=[CH:30][CH:29]=1.C(=O)([O-])[O-:43].[K+].[K+]>C1(C)C=CC=CC=1.CN1CCCC1=O>[CH:1]([C:4]1[CH:9]=[CH:8][CH:7]=[CH:6][C:5]=1[O:10][C:12]1[CH:26]=[CH:25][C:15]([C:16]([C:18]2[CH:23]=[CH:22][C:21]([O:43][C:40]3[CH:41]=[CH:28][CH:29]=[CH:30][C:31]=3[CH:32]=[CH:34][CH3:35])=[CH:20][CH:19]=2)=[O:17])=[CH:14][CH:13]=1)=[CH:2][CH3:3].[CH:1]([C:4]1[CH:9]=[CH:8][CH:7]=[CH:6][C:5]=1[O:10][C:37]1[CH:38]=[CH:39][C:34]([C:32]([C:31]2[CH:40]=[CH:41][CH:28]=[CH:29][CH:30]=2)=[O:33])=[CH:35][CH:36]=1)=[CH:2][CH3:3] |f:3.4.5,8.9|. Reported procedure: o-Allylphenol (52.2 g), 4,4'-difluorobenzophenone (35 g), 4-fluorobenzophenone (13.8 g), potassium carbonate (37.75 g), dry N-methylpyrrolidone (200 ml) and toluene (75 ml) are placed in a 3-necked 1500 ml flask fitted with a stirrer, reflex condensor and thermometer and the mixture is heated under nitrogen to a temperature between 155°-160° C. and stirred for 3 hours. Water and toluene are separated via a Dean Stark trap and finally after 3 hours the reaction mixture reaches a temperature of 16... The reactants are COc1cc(C=O)ccc1OCc1cccc2ccccc12, CC(=O)[O-], CC(=O)O, C[N+](=O)[O-], [NH4+], O. Yields the product COc1cc(C=C[N+](=O)[O-])ccc1OCc1cccc2ccccc12. As a reaction SMILES: [CH3:1][O:2][c:3]1[cH:4][c:5]([CH:6]=[O:7])[cH:8][cH:9][c:10]1[O:11][CH2:12][c:13]1[cH:14][cH:15][cH:16][c:17]2[cH:18][cH:19][cH:20][cH:21][c:22]12.[CH3:24][C:25](=[O:26])[O-:27].[CH3:33][C:34](=[O:35])[OH:36].[N+:28](=[O:29])([O-:30])[CH3:31].[NH4+:23].[OH2:32]>>[CH3:1][O:2][c:3]1[cH:4][c:5]([CH:6]=[CH:31][N+:28](=[O:29])[O-:30])[cH:8][cH:9][c:10]1[O:11][CH2:12][c:13]1[cH:14][cH:15][cH:16][c:17]2[cH:18][cH:19][cH:20][cH:21][c:22]12. Starting materials: S1C(=CC=C1)SC=1SC=CC1 (Di-(2-thienyl)sulfide), [O-]S(=O)(=O)C(F)(F)F.C1(=CC=CC=C1)[I+]C1=CC=CC=C1 (diphenyliodonium triflate), C(C)OCC (ethyl ether). The reagents and catalysts are C(C1=CC=CC=C1)(=O)[O-].[Cu+2].C(C1=CC=CC=C1)(=O)[O-] (copper benzoate). Solvent: O (water). Reaction conditions: time 24 hour. Yields the product [O-]S(=O)(=O)C(F)(F)F.S1C(=CC=C1)[S+](C1=CC=CC=C1)C=1SC=CC1 (di-(2-Thienyl)phenylsulfonium Triflate). Isolated yield 77.0%. As a reaction SMILES: [S:1]1[CH:5]=[CH:4][CH:3]=[C:2]1[S:6][C:7]1[S:8][CH:9]=[CH:10][CH:11]=1.[O-:12][S:13]([C:16]([F:19])([F:18])[F:17])(=[O:15])=[O:14].[C:20]1([I+]C2C=CC=CC=2)[CH:25]=[CH:24][CH:23]=[CH:22][CH:21]=1.C(OCC)C>O.C([O-])(=O)C1C=CC=CC=1.[Cu+2].C([O-])(=O)C1C=CC=CC=1>[O-:15][S:13]([C:16]([F:19])([F:18])[F:17])(=[O:14])=[O:12].[S:1]1[CH:5]=[CH:4][CH:3]=[C:2]1[S+:6]([C:7]1[S:8][CH:9]=[CH:10][CH:11]=1)[C:20]1[CH:25]=[CH:24][CH:23]=[CH:22][CH:21]=1 |f:1.2,5.6.7,8.9|. Procedure details: Di-(2-thienyl)sulfide (2.1 g, 0.0104 mole), diphenyliodonium triflate (5.8 g, 0.0135 mole) and copper benzoate (0.08 g, 0.003 mole) are heated without solvent for 3 hours at 120-145° C. under a nitrogen atmosphere. After cooling down, 75 ml ethyl ether was added and the mixture vigorously stirred overnight to achieve solidification. Filtration and washing with ethyl ether yielded a brown solid, which was dissolved in hot water, the solution filtered and the water removed in vacuo. The resulting ... Reactants: CCCCCC (hexane), C1(=CC=C(C=C1)S(=O)(=O)Cl)C (p-toluenesulfonyl chloride), C(=O)([O-])[O-].[K+].[K+] (K2CO3), N1C=CC2=CC(=CC=C12)C(=O)OC (methyl indole-5-carboxylate), C1(=CC=C(C=C1)S(=O)(=O)Cl)C (p-toluenesulfonyl chloride), C(=O)([O-])[O-].[K+].[K+] (K2CO3). The yield is 56.4%. Solvent: CC(CC)=O (2-butanone). Conditions: time 18 hour. Yields the product CC1=CC=C(C=C1)S(=O)(=O)N1C=CC2=CC(=CC=C12)C(=O)OC (methyl 1-(4-methylphenylsulfonyl)indole-5-carboxylate). Reaction SMILES: [NH:1]1[C:9]2[C:4](=[CH:5][C:6]([C:10]([O:12][CH3:13])=[O:11])=[CH:7][CH:8]=2)[CH:3]=[CH:2]1.[C:14]1([CH3:24])[CH:19]=[CH:18][C:17]([S:20](Cl)(=[O:22])=[O:21])=[CH:16][CH:15]=1.C([O-])([O-])=O.[K+].[K+].CCCCCC>CC(=O)CC>[CH3:24][C:14]1[CH:19]=[CH:18][C:17]([S:20]([N:1]2[C:9]3[C:4](=[CH:5][C:6]([C:10]([O:12][CH3:13])=[O:11])=[CH:7][CH:8]=3)[CH:3]=[CH:2]2)(=[O:22])=[O:21])=[CH:16][CH:15]=1 |f:2.3.4|. Procedure: A solution of methyl indole-5-carboxylate, (21.7 g), p-toluenesulfonyl chloride (47.3 g), and K2CO3 (68.4 g) in 2-butanone (310 ml) was refluxed under a nitrogen atmosphere for 18 hr. Additional p-toluenesulfonyl chloride (12.0 g) and K2CO3 (17 g) was added to the reaction mixture and reflux was continued for 18 hr. The reaction mixture was filtered hot and the filtrate was evaporated to give an ivory solid that was tritrated with hexane to give methyl 1-(4-methylphenylsulfonyl)indole-5-carboxyl... Starting materials: NC=1SC(=CC1C(=O)N)C1=C(C=C(C=C1F)C(C)(C)O)F (2-amino-5-[2,6-difluoro-4-(1-hydroxy-1-methylethyl)phenyl]thiophene-3-carboxamide), C(C)(=O)N(CC(=O)NC1CCCC1)CC1=NC(=CC=C1)Br (N2-acetyl-N2-[(6-bromopyridin-2-yl)methyl]-N-cyclopentylglycinamide). Reaction SMILES: [NH2:1][C:2]1[S:3][C:4]([C:10]2[C:15]([F:16])=[CH:14][C:13]([C:17]([OH:20])([CH3:19])[CH3:18])=[CH:12][C:11]=2[F:21])=[CH:5][C:6]=1[C:7]([NH2:9])=[O:8].[C:22]([N:25]([CH2:35][C:36]1[CH:41]=[CH:40][CH:39]=[C:38](Br)[N:37]=1)[CH2:26][C:27]([NH:29][CH:30]1[CH2:34][CH2:33][CH2:32][CH2:31]1)=[O:28])(=[O:24])[CH3:23]>>[C:22]([N:25]([CH2:35][C:36]1[N:37]=[C:38]([NH:1][C:2]2[S:3][C:4]([C:10]3[C:11]([F:21])=[CH:12][C:13]([C:17]([OH:20])([CH3:18])[CH3:19])=[CH:14][C:15]=3[F:16])=[CH:5][C:6]=2[C:7]([NH2:9])=[O:8])[CH:39]=[CH:40][CH:41]=1)[CH2:26][C:27]([NH:29][CH:30]1[CH2:34][CH2:33][CH2:32][CH2:31]1)=[O:28])(=[O:24])[CH3:23]. Procedure details: The title compound was prepared using the procedure described in Example 1 with 2-amino-5-[2,6-difluoro-4-(1-hydroxy-1-methylethyl)phenyl]thiophene-3-carboxamide (0.12 g, 0.38 mmol) and N2-acetyl-N2-[(6-bromopyridin-2-yl)methyl]-N-cyclopentylglycinamide (0.14 g, 0.38 mmol) as the starting materials. Yields the product C(C)(=O)N(CC(=O)NC1CCCC1)CC1=CC=CC(=N1)NC=1SC(=CC1C(=O)N)C1=C(C=C(C=C1F)C(C)(C)O)F (2-{[6-({Acetyl[2-(cyclopentylamino)-2-oxoethyl]amino}methyl)pyri din-2-yl]amino}-5-[2,6-difluoro-4-(1-hydroxy-1-methylethyl)phenyl]thiophene-3-carboxamide).